From a dataset of the Open Reaction Database (ORD), a public repository of structured organic reaction records. describe an organic reaction: reactants, conditions, products, and yield The reactants are CSc1cccc(-c2nc(OS(=O)(=O)C(F)(F)F)cc3cccnc23)c1, CS(C)=O, CCOC(=O)C1CCNCC1. Product: CCOC(=O)C1CCN(c2cc3cccnc3c(-c3cccc(SC)c3)n2)CC1. As a reaction SMILES: [CH3:1][S:2][c:3]1[cH:4][c:5](-[c:9]2[n:10][c:11]([O:19][S:20]([C:21]([F:22])([F:23])[F:24])(=[O:25])=[O:26])[cH:12][c:13]3[cH:14][cH:15][cH:16][n:17][c:18]23)[cH:6][cH:7][cH:8]1.[CH3:38][S:39]([CH3:40])=[O:41].[NH:27]1[CH2:28][CH2:29][CH:30]([C:31](=[O:32])[O:33][CH2:34][CH3:35])[CH2:36][CH2:37]1>>[CH3:1][S:2][c:3]1[cH:4][c:5](-[c:9]2[n:10][c:11]([N:27]3[CH2:28][CH2:29][CH:30]([C:31](=[O:32])[O:33][CH2:34][CH3:35])[CH2:36][CH2:37]3)[cH:12][c:13]3[cH:14][cH:15][cH:16][n:17][c:18]23)[cH:6][cH:7][cH:8]1. The reactants are CCCN(C)c1cc(NC(=O)OC(C)(C)C)c(NC(=O)CC(=O)c2cccc(-c3cc(C)no3)c2)cc1C(F)(F)F, ClCCl, O=C(O)C(F)(F)F. Yields the product CCCN(C)c1cc2c(cc1C(F)(F)F)NC(=O)CC(c1cccc(-c3cc(C)no3)c1)=N2. Reaction SMILES: [C:1]([O:2][C:3](=[O:4])[NH:7][c:8]1[c:9]([NH:23][C:24]([CH2:25][C:26](=[O:5])[c:28]2[cH:29][c:30](-[c:34]3[cH:35][c:36]([CH3:39])[n:37][o:38]3)[cH:31][cH:32][cH:33]2)=[O:40])[cH:10][c:11]([C:19]([F:20])([F:21])[F:22])[c:12]([N:14]([CH2:15][CH2:16][CH3:17])[CH3:18])[cH:13]1)([CH3:6])([CH3:27])[CH3:41].[Cl:49][CH2:50][Cl:51].[F:42][C:43]([F:44])([F:45])[C:46]([OH:47])=[O:48]>>[N:7]1=[C:26]([c:28]2[cH:29][c:30](-[c:34]3[cH:35][c:36]([CH3:39])[n:37][o:38]3)[cH:31][cH:32][cH:33]2)[CH2:25][C:24](=[O:40])[NH:23][c:9]2[c:8]1[cH:13][c:12]([N:14]([CH2:15][CH2:16][CH3:17])[CH3:18])[c:11]([C:19]([F:20])([F:21])[F:22])[cH:10]2. Starting materials: 3S/R, C1=CC=CC=2C3=CC=CC=C3N(C12)C(C[C@H](C(=O)O)CCC)=O ((2R)-2-(2-carbazol-9-yl-2-oxo-ethyl)-pentanoic acid), C(C)(C)(C)OC(CC(C(CF)=O)NC(C(CCC)CC(=O)N1C2=CC=CC=C2C=2C=CC=CC12)=O)=O (3-[2-(2-carbazol-9-yl-2-oxo-ethyl)-pentanoylamino]-5-fluoro-4-oxo-pentanoic acid tert-butyl ester), C(=O)(C(F)(F)F)O (TFA). Solvent: C(Cl)Cl (DCM), C(Cl)Cl (DCM). Reaction conditions: time 2 hour. Yields the product C1=CC=CC=2C3=CC=CC=C3N(C12)C(CC(C(=O)NC(CC(=O)O)C(CF)=O)CCC)=O (3-[2-(2-Carbazol-9-yl-2-oxo-ethyl)-pentanoylamino]-5-fluoro-4-oxo-pentanoic acid). Isolated yield 5.6%. Reaction SMILES: C1C2N(C(=O)C[C@@H](CCC)C(O)=O)C3C(=CC=CC=3)C=2C=CC=1.C([O:28][C:29](=[O:59])[CH2:30][CH:31]([NH:36][C:37](=[O:58])[CH:38]([CH2:42][C:43]([N:45]1[C:57]2[CH:56]=[CH:55][CH:54]=[CH:53][C:52]=2[C:51]2[C:46]1=[CH:47][CH:48]=[CH:49][CH:50]=2)=[O:44])[CH2:39][CH2:40][CH3:41])[C:32](=[O:35])[CH2:33][F:34])(C)(C)C.C(O)(C(F)(F)F)=O>C(Cl)Cl>[CH:56]1[C:57]2[N:45]([C:43](=[O:44])[CH2:42][CH:38]([CH2:39][CH2:40][CH3:41])[C:37]([NH:36][CH:31]([C:32](=[O:35])[CH2:33][F:34])[CH2:30][C:29]([OH:59])=[O:28])=[O:58])[C:46]3[C:51](=[CH:50][CH:49]=[CH:48][CH:47]=3)[C:52]=2[CH:53]=[CH:54][CH:55]=1. Reported procedure: A solution of [3S/R, (2R)]-3-[2-(2-carbazol-9-yl-2-oxo-ethyl)-pentanoylamino]-5-fluoro-4-oxo-pentanoic acid tert-butyl ester (1.43 g, 2.88 mmol) in anhydrous DCM (20 ml) was treated with a solution of TFA (10 ml) in anhydrous DCM (10 ml) with stirring. The mixture was stirred at 0° C. for 2 h then at room temperature for 2 h. The mixture was concentrated under reduced pressure and then the residue was dissolved in dry DCM. This process was repeated several times in order to remove excess trifluo... Reactants: N(=NC(C#N)(C)C)C(C#N)(C)C (azo-bis-isobutyronitrile), BrBr (bromine), BrBr (bromine), 37.5, ClC1=C(OC(C(=O)OC)C)C=CC(=C1)Cl (methyl 2-(2',4'-dichlorophenoxy)-propionate), BrN1C(CCC1=O)=O (N-bromosuccinimide), N(=NC(C#N)(C)C)C(C#N)(C)C (azo-bis-isobutyronitrile). Solvent: C(Cl)(Cl)(Cl)Cl (carbon tetrachloride), C(Cl)(Cl)(Cl)Cl (carbon tetrachloride), C(Cl)(Cl)(Cl)Cl (carbon tetrachloride). Conditions: temperature 77 celsius, time 45 minute. Product: BrC(C(=O)OC)(C)OC1=C(C=C(C=C1)Cl)Cl (methyl 2-bromo-2-(2',4'-dichlorophenoxy)-propionate). Isolated yield 91.5%. As a reaction SMILES: BrBr.[Cl:3][C:4]1[CH:16]=[C:15]([Cl:17])[CH:14]=[CH:13][C:5]=1[O:6][CH:7]([CH3:12])[C:8]([O:10][CH3:11])=[O:9].[Br:18]N1C(=O)CCC1=O.N(C(C)(C)C#N)=NC(C)(C)C#N>C(Cl)(Cl)(Cl)Cl>[Br:18][C:7]([O:6][C:5]1[CH:13]=[CH:14][C:15]([Cl:17])=[CH:16][C:4]=1[Cl:3])([CH3:12])[C:8]([O:10][CH3:11])=[O:9]. Procedure details: A saturated aqueous solution of 0.01 part of bromine and one part of carbon tetrachloride is added to a mixture of 37.5 parts of methyl 2-(2',4'-dichlorophenoxy)-propionate, 26.7 parts of N-bromosuccinimide, 0.1 parts of azo-bis-isobutyronitrile and 300 parts of carbon tetrachloride. After 45 minutes of heating, 0.1 part of azo-bis-isobutyronitrile and 0.01 part of bromine in 1 part of carbon tetrachloride are added, at 70° C., and the batch is then stirred for 45 minutes at 77° C. It is then co... Starting materials: [Na] (Sodium), CO (methanol), CC(CC(C)C)C1=C(N)C=CC(=C1)C(C(F)(F)F)(C(F)(F)F)F (2-(1,3-dimethylbutyl)-4-[1,2,2,2-tetrafluoro-1-(trifluoromethyl)ethyl]aniline). Product: CC(CC(C)C)C1=C(N)C=CC(=C1)C(C(F)(F)F)(C(F)(F)F)OC (2-(1,3-dimethylbutyl)-4-[1-methoxy-2,2,2-trifluoro-1-(trifluoromethyl)ethyl]-aniline). Yield: 87.0%. As a reaction SMILES: [Na].[CH3:2][CH:3]([C:8]1[CH:14]=[C:13]([C:15](F)([C:20]([F:23])([F:22])[F:21])[C:16]([F:19])([F:18])[F:17])[CH:12]=[CH:11][C:9]=1[NH2:10])[CH2:4][CH:5]([CH3:7])[CH3:6].[CH3:25][OH:26]>>[CH3:2][CH:3]([C:8]1[CH:14]=[C:13]([C:15]([O:26][CH3:25])([C:20]([F:23])([F:22])[F:21])[C:16]([F:19])([F:18])[F:17])[CH:12]=[CH:11][C:9]=1[NH2:10])[CH2:4][CH:5]([CH3:7])[CH3:6] |^1:0|. Procedure: Sodium (533 mg, 23 mmol) was dissolved in methanol (40 ml), followed by adding thereto 2-(1,3-dimethylbutyl)-4-[1,2,2,2-tetrafluoro-1-(trifluoromethyl)ethyl]aniline (2 g, 5.8 mmol), and the resulting mixture was stirred at reflux temperature for 3 hours. The reaction mixture was concentrated under reduced pressure, and the residue was diluted with ethyl acetate and washed with water. The organic layer was dried over magnesium sulfate and then concentrated under reduced pressure, and the resultin... Reactants: CC1=C2C=C(NC2=C(C=C1)C)C(=O)OC (methyl 4,7-dimethylindole-2-carboxylate), [Mg] (magnesium), CO (methanol). Run in O (water). Run at temperature 0 celsius, time 30 minute. Yields the product CC1=C2CC(NC2=C(C=C1)C)C(=O)OC (methyl 4,7-dimethylindoline-2-carboxylate). The yield is 78.9%. As a reaction SMILES: [CH3:1][C:2]1[CH:10]=[CH:9][C:8]([CH3:11])=[C:7]2[C:3]=1[CH:4]=[C:5]([C:12]([O:14][CH3:15])=[O:13])[NH:6]2.[Mg].CO>O>[CH3:1][C:2]1[CH:10]=[CH:9][C:8]([CH3:11])=[C:7]2[C:3]=1[CH2:4][CH:5]([C:12]([O:14][CH3:15])=[O:13])[NH:6]2. Procedure: A flask dried with heating was charged with 1.6 g (7.9 mmol) of methyl 4,7-dimethylindole-2-carboxylate and 3.8 g (158 mmol) of chipped magnesium. After addition of 400 ml of anhydrous methanol, the reaction mixture was stirred vigorously for 30 minutes. The flask was placed in an ice bath to cool the reaction mixture to 0° C., and the reaction mixture was stirred overnight. The reaction mixture was diluted with 300 ml of water, filtered and extracted with 100 ml of methylene chloride three time... Starting materials: C1C(CC2=CC=CC=C12)CC(=O)N ((indan-2-yl)acetamide), [H-].[Al+3].[Li+].[H-].[H-].[H-] (lithium aluminum hydride), ice water, O (water), [OH-].[Na+] (sodium hydroxide), O (water), ice water. Solvent: O1CCCC1 (tetrahydro-furan), O1CCCC1 (tetrahydrofuran). Run at time 30 minute. Yields the product C1C(CC2=CC=CC=C12)CCN (2-(Indan-2-yl)ethylamine). The yield is 100.0%. Reaction SMILES: [H-].[Al+3].[Li+].[H-].[H-].[H-].[CH2:7]1[C:15]2[C:10](=[CH:11][CH:12]=[CH:13][CH:14]=2)[CH2:9][CH:8]1[CH2:16][C:17]([NH2:19])=O.O.[OH-].[Na+]>O1CCCC1>[CH2:9]1[C:10]2[C:15](=[CH:14][CH:13]=[CH:12][CH:11]=2)[CH2:7][CH:8]1[CH2:16][CH2:17][NH2:19] |f:0.1.2.3.4.5,8.9|. Procedure details: Suspended in 400 ml of tetrahydrofuran were 8.77 g (0.23 mol) of lithium aluminum hydride, and a suspension of 27.8 g (0.160 mol) of (indan-2-yl)acetamide in 100 ml of tetrahydro-furan was added under chilling with ice water. After stirring for 30 minutes at room temperature, the suspension mixture was refluxed for 5 hours. While chilling with ice water, 9 ml of water, 9 ml of 15% sodium hydroxide and 26 ml of water were added dropwise in that order to decompose excess of the reagents. Solids we...